From a dataset of the Open Reaction Database (ORD), a public repository of structured organic reaction records. describe an organic reaction: reactants, conditions, products, and yield Reactants: NCCCN1C(=NC=2C(=NC=3C=CC=CC3C21)N)C (1-(3-aminopropyl)-2-methyl-1H-imidazo[4,5-c]quinolin-4-amine), C(CCC)(=O)Cl (butyryl chloride). The product is NC1=NC=2C=CC=CC2C2=C1N=C(N2CCCNC(CCC)=O)C (N-[3-(4-amino-2-methyl-1H-imidazo[4,5-c]quinolin-1-yl)propyl]butanamide). Yield: 42.0%. As a reaction SMILES: [NH2:1][CH2:2][CH2:3][CH2:4][N:5]1[C:17]2[C:16]3[CH:15]=[CH:14][CH:13]=[CH:12][C:11]=3[N:10]=[C:9]([NH2:18])[C:8]=2[N:7]=[C:6]1[CH3:19].[C:20](Cl)(=[O:24])[CH2:21][CH2:22][CH3:23]>>[NH2:18][C:9]1[C:8]2[N:7]=[C:6]([CH3:19])[N:5]([CH2:4][CH2:3][CH2:2][NH:1][C:20](=[O:24])[CH2:21][CH2:22][CH3:23])[C:17]=2[C:16]2[CH:15]=[CH:14][CH:13]=[CH:12][C:11]=2[N:10]=1. Reported procedure: Using the general method of Example 205, 1-(3-aminopropyl)-2-methyl-1H-imidazo[4,5-c]quinolin-4-amine (2.00 g, 7.83 mmol) was reacted with butyryl chloride (835 mg, 7.83 mmol). The product was recrystallized from methanol to provide 1.07 g of N-[3-(4-amino-2-methyl-1H-imidazo[4,5-c]quinolin-1-yl)propyl]butanamide as a white powder, m.p. 221.8-223.3° C. Analysis: Calculated for C18H23N5O.0.25 CH4O: % C, 65.74; % H, 7.26; % N, 21.00. Found: % C, 65.79; % H, 7.14; % N, 21.25. Starting materials: OO (hydrogen peroxide), ClC=1N=C2S(CCN2C1S(=O)(=O)N)=O (6-chloro-2,3-dihydroimidazo[2,1-b]thiazole-5-sulfonamide-1-oxide), ice water. Run in C(C)(=O)O (acetic acid). Run at temperature 100 celsius. Product: ClC=1N=C2S(CCN2C1S(=O)(=O)N)(=O)=O (6-Chloro-2,3-dihydro-imidazo[2,1-b]thiazole-5-sulfonamide-1,1-dioxide). RXN SMILES: [Cl:1][C:2]1[N:3]=[C:4]2[N:8]([C:9]=1[S:10]([NH2:13])(=[O:12])=[O:11])[CH2:7][CH2:6][S:5]2=[O:14].[OH:15]O>C(O)(=O)C>[Cl:1][C:2]1[N:3]=[C:4]2[N:8]([C:9]=1[S:10]([NH2:13])(=[O:12])=[O:11])[CH2:7][CH2:6][S:5]2(=[O:15])=[O:14]. Procedure details: To a suspension of 0.80 g of 6-chloro-2,3-dihydroimidazo[2,1-b]thiazole-5-sulfonamide-1-oxide in 10 ml of acetic acid is added 4 ml of 30% aqueous hydrogen peroxide solution followed by stirring for hour 100° C. After cooling, ice water is added to the reaction mixture to precipitate crystals. The crystals are collected by filtration, washed with water and dried to give 0.30 g of the title compound as colorless crystals. mp. 246°-247° C. The reactants are BrC=1C=C(C(CBr)=O)C=CC1 (3-bromophenacyl bromide), CN(C=O)C (dimethylformamide), C(C)(C)(C)OC(=O)NC(C(=O)O)CCCC(C)C (2-((tert-butoxycarbonyl)amino)-6-methylheptanoic acid), C([O-])([O-])=O.[Cs+].[Cs+] (cesium carbonate), C(C)(=O)[O-].[NH4+] (ammonium acetate). Run in C(C)(=O)OCC (ethyl acetate), C(C)O (ethanol), C(C)(=O)OCC (ethyl acetate), O (water), C=1(C(=CC=CC1)C)C (xylene). Run at temperature 23 celsius, time 1 hour. The product is BrC=1C=C(C=CC1)C=1N=C(NC1)C(CCCC(C)C)NC(OC(C)(C)C)=O (tert-butyl 1-(4-(3-bromophenyl)-1H-imidazol-2-yl)-5-methylhexylcarbamate). The yield is 63.0%. Reaction SMILES: [C:1]([O:5][C:6]([NH:8][CH:9]([CH2:13][CH2:14][CH2:15][CH:16]([CH3:18])[CH3:17])[C:10](O)=O)=[O:7])([CH3:4])([CH3:3])[CH3:2].C(=O)([O-])[O-].[Cs+].[Cs+].[Br:25][C:26]1[CH:27]=[C:28]([CH:33]=[CH:34][CH:35]=1)[C:29](=O)CBr.C([O-])(=O)C.[NH4+:40].C[N:42]([CH3:45])C=O>C(O)C.C(OCC)(=O)C.C1(C)C(C)=CC=CC=1.O>[Br:25][C:26]1[CH:27]=[C:28]([C:29]2[N:40]=[C:10]([CH:9]([NH:8][C:6](=[O:7])[O:5][C:1]([CH3:4])([CH3:3])[CH3:2])[CH2:13][CH2:14][CH2:15][CH:16]([CH3:18])[CH3:17])[NH:42][CH:45]=2)[CH:33]=[CH:34][CH:35]=1 |f:1.2.3,5.6|. Procedure details: A mixture of 2-((tert-butoxycarbonyl)amino)-6-methylheptanoic acid (3.5 g; 0.0135 mol) and cesium carbonate (4.89 g; 0.015 mol) in 100 ml ethanol was agitated at about 23° C. for about 1 hour. The ethanol was eliminated by evaporation under reduced pressure in a rotative evaporator. The mixture obtained was dissolved in 100 ml of dimethylformamide and 3-bromophenacyl bromide (3.75 g; 0.0135 mol) was then added. After about 16 hours agitation, the solvent was evaporated under reduced pressure. Th...